From a dataset of the Open Reaction Database (ORD), a public repository of structured organic reaction records. describe an organic reaction: reactants, conditions, products, and yield Starting materials: CC(=O)O[BH-](OC(C)=O)OC(C)=O, Cc1noc(-c2ccc(-n3cc4c(n3)CCNCC4)cc2)n1, CC(=O)O, CO, ClCCl, [Na+], O=C1CCCC1. Yields the product Cc1noc(-c2ccc(-n3cc4c(n3)CCN(C3CCCC3)CC4)cc2)n1. RXN SMILES: [C:33]([O:34][BH-:35]([O:36][C:37](=[O:38])[CH3:39])[O:40][C:41](=[O:42])[CH3:43])(=[O:44])[CH3:45].[CH3:1][c:2]1[n:3][o:4][c:5](-[c:7]2[cH:8][cH:9][c:10](-[n:13]3[n:14][c:15]4[c:21]([cH:22]3)[CH2:20][CH2:19][NH:18][CH2:17][CH2:16]4)[cH:11][cH:12]2)[n:6]1.[CH3:29][C:30](=[O:31])[OH:32].[CH3:50][OH:51].[Cl:47][CH2:48][Cl:49].[Na+:46].[O:23]=[C:24]1[CH2:25][CH2:26][CH2:27][CH2:28]1>>[CH3:1][c:2]1[n:3][o:4][c:5](-[c:7]2[cH:8][cH:9][c:10](-[n:13]3[n:14][c:15]4[c:21]([cH:22]3)[CH2:20][CH2:19][N:18]([CH:24]3[CH2:25][CH2:26][CH2:27][CH2:28]3)[CH2:17][CH2:16]4)[cH:11][cH:12]2)[n:6]1. Starting materials: N#Cc1ccc(CN)cc1, [O-]Cl, NC(N)=O, [Na+], [Na+], [Na+], O=C([O-])[O-], C1COCCO1, O, Cl[Ru](Cl)Cl, O=S(=O)(O)O. Product: N#Cc1ccc(C(=O)O)cc1. RXN SMILES: [C:1](#[N:2])[c:3]1[cH:4][cH:5][c:6]([CH2:7][NH2:8])[cH:9][cH:10]1.[Cl:17][O-:18].[NH2:20][C:21](=[O:22])[NH2:23].[Na+:11].[Na+:12].[Na+:19].[O-:13][C:14]([O-:15])=[O:16].[O:34]1[CH2:35][CH2:36][O:37][CH2:38][CH2:39]1.[OH2:33].[Ru:29]([Cl:30])([Cl:31])[Cl:32].[S:24](=[O:25])(=[O:26])([OH:27])[OH:28]>>[C:1](#[N:2])[c:3]1[cH:4][cH:5][c:6]([C:14]([OH:13])=[O:16])[cH:9][cH:10]1. Reactants: C(C)N1C=C(C(C2=CC(=C(C=C12)N1CCNCC1)F)=O)C(=O)O (1-ethyl-4-oxo-6-fluoro-7-(piperazinyl)-1,4-dihydro-quinoline-3-carboxylic acid), C(C)(C)O (isopropanol), O (water), [OH-].C[N+](C)(C)CCO (N,N,N-trimethyl-2-hydroxyethyl-ammonium hydroxide). The solvent is CO (methanol), CO (methanol), CC(=O)C (acetone). Yields the product C(C)N1C=C(C(C2=CC(=C(C=C12)N1CCNCC1)F)=O)C(=O)[O-].C[N+](C)(C)CCO (N,N,N-trimethyl-2-hydroxyethyl-ammonium-[1-ethyl-6-fluoro-4-oxo-7-(1-piperazinyl)-1,4-dihydro-quinoline-3-carboxylate]). As a reaction SMILES: [CH2:1]([N:3]1[C:12]2[C:7](=[CH:8][C:9]([F:19])=[C:10]([N:13]3[CH2:18][CH2:17][NH:16][CH2:15][CH2:14]3)[CH:11]=2)[C:6](=[O:20])[C:5]([C:21]([OH:23])=[O:22])=[CH:4]1)[CH3:2].O.[OH-].[CH3:26][N+:27]([CH2:30][CH2:31][OH:32])([CH3:29])[CH3:28].C(O)(C)C>CO.CC(C)=O>[CH2:1]([N:3]1[C:12]2[C:7](=[CH:8][C:9]([F:19])=[C:10]([N:13]3[CH2:18][CH2:17][NH:16][CH2:15][CH2:14]3)[CH:11]=2)[C:6](=[O:20])[C:5]([C:21]([O-:23])=[O:22])=[CH:4]1)[CH3:2].[CH3:26][N+:27]([CH2:30][CH2:31][OH:32])([CH3:29])[CH3:28] |f:2.3,7.8|. Procedure: In a round-bottomed 1000 ml. flask 20 g. of 1-ethyl-4-oxo-6-fluoro-7-(piperazinyl)-1,4-dihydro-quinoline-3-carboxylic acid are suspended in a mixture of 150 ml. methanol and 50 ml. distilled water. From a dropping funnel 18 ml. of N,N,N-trimethyl-2-hydroxyethyl-ammonium hydroxide (choline base) dissolved in 50% methanol are added dropvise to the suspension under constant stirring at room temperature. A clear, light yellow solution is obtained. The aqueous-methanolic solution is evaporated above ...